Dataset: the Open Reaction Database (ORD), a public repository of structured organic reaction records. Task: describe an organic reaction: reactants, conditions, products, and yield Reactants: CCO, N#Cc1cc(-c2ccc(C(F)(F)F)cc2)ncn1. Yields the product NCc1cc(-c2ccc(C(F)(F)F)cc2)ncn1. Reaction SMILES: [CH3:19][CH2:20][OH:21].[F:1][C:2]([c:3]1[cH:4][cH:5][c:6](-[c:9]2[cH:10][c:11]([C:15]#[N:16])[n:12][cH:13][n:14]2)[cH:7][cH:8]1)([F:17])[F:18]>>[F:1][C:2]([c:3]1[cH:4][cH:5][c:6](-[c:9]2[cH:10][c:11]([CH2:15][NH2:16])[n:12][cH:13][n:14]2)[cH:7][cH:8]1)([F:17])[F:18]. Reactants: C(C)(C)N(P(OCCC#N)N(C(C)C)C(C)C)C(C)C (2-cyanoethyl N,N,N',N'-tetraisopropylphosphorodiamidite), C(C1=CC=CC=C1)(C1=CC=CC=C1)(C1=CC=CC=C1)OC[C@@H]1[C@H](C[C@@H](O1)N1C(=O)N=C(NC(C2=CC=CC=C2)=O)C=C1)O (5'-O-trityl-N-benzoyl-2'-deoxycytidine), N1=CC=CC=C1 (pyridine), N1N=NN=[C-]1.C(C)(C)[NH2+]C(C)C (diisopropylammonium tetrazolide). Run in C(Cl)Cl (methylene chloride). Reaction conditions: time 3.5 hour. Product: C(#N)CCP(O)(N(C(C)C)C(C)C)O[C@H]1C[C@@H](O[C@@H]1COC(C1=CC=CC=C1)(C1=CC=CC=C1)C1=CC=CC=C1)N1C(=O)N=C(NC(C2=CC=CC=C2)=O)C=C1 (5'-O-Trityl-N-benzoyl-2'-deoxycytidine 2-cyanoethyl N,N-diisopropylphosphoramidite). Isolated yield 62.0%. RXN SMILES: [C:1]([O:20][CH2:21][C@H:22]1[O:26][C@@H:25]([N:27]2[CH:42]=[CH:41][C:31]([NH:32][C:33](=[O:40])[C:34]3[CH:39]=[CH:38][CH:37]=[CH:36][CH:35]=3)=[N:30][C:28]2=[O:29])[CH2:24][C@@H:23]1[OH:43])([C:14]1[CH:19]=[CH:18][CH:17]=[CH:16][CH:15]=1)([C:8]1[CH:13]=[CH:12][CH:11]=[CH:10][CH:9]=1)[C:2]1[CH:7]=[CH:6][CH:5]=[CH:4][CH:3]=1.[N:44]1C=C[CH:47]=[CH:46][CH:45]=1.N1[C-]=NN=N1.C([NH2+]C(C)C)(C)C.C(N(C(C)C)[P:66]([N:72]([CH:76]([CH3:78])[CH3:77])[CH:73]([CH3:75])[CH3:74])[O:67]CCC#N)(C)C>C(Cl)Cl>[C:45]([CH2:46][CH2:47][PH:66]([O:43][C@@H:23]1[C@@H:22]([CH2:21][O:20][C:1]([C:14]2[CH:15]=[CH:16][CH:17]=[CH:18][CH:19]=2)([C:2]2[CH:3]=[CH:4][CH:5]=[CH:6][CH:7]=2)[C:8]2[CH:9]=[CH:10][CH:11]=[CH:12][CH:13]=2)[O:26][C@@H:25]([N:27]2[CH:42]=[CH:41][C:31]([NH:32][C:33](=[O:40])[C:34]3[CH:35]=[CH:36][CH:37]=[CH:38][CH:39]=3)=[N:30][C:28]2=[O:29])[CH2:24]1)([N:72]([CH:73]([CH3:74])[CH3:75])[CH:76]([CH3:77])[CH3:78])[OH:67])#[N:44] |f:2.3|. Procedure details: 402 mg (0.7 mmol) of 5'-O-trityl-N-benzoyl-2'-deoxycytidine [prepared as described in step (a) above] were dried by azeotropic distillation with pyridine and then dissolved in 3.5 ml of methylene chloride. 60 mg (0.35 mmol) of diisopropylammonium tetrazolide were added to the solution. 245 μl (0.77 mmol) of 2-cyanoethyl N,N,N',N'-tetraisopropylphosphorodiamidite were then added dropwise, under an atmosphere of argon. The resulting mixture was stirred at room temperature for 3.5 hours under same ... The reactants are COC(C1=C(C(=CC=C1)N)N)=O (2,3-Diaminobenzoic Acid Methyl Ester), C(OCC)(OCC)OCC (triethyl orthoformate), C1(=CC=C(C=C1)S(=O)(=O)O)C (p-toluenesulfonic acid). Run at temperature 90 celsius. Product: COC(=O)C1=CC=CC2=C1N=CN2 (Benzimidazole-7-Carboxylic Acid Methyl Ester). As a reaction SMILES: [CH3:1][O:2][C:3](=[O:12])[C:4]1[CH:9]=[CH:8][CH:7]=[C:6]([NH2:10])[C:5]=1[NH2:11].[CH:13](OCC)(OCC)OCC.C1(C)C=CC(S(O)(=O)=O)=CC=1>>[CH3:1][O:2][C:3]([C:4]1[C:5]2[N:11]=[CH:13][NH:10][C:6]=2[CH:7]=[CH:8][CH:9]=1)=[O:12]. Reported procedure: Ester 2 (1.7 g, 10.2 mmol), triethyl orthoformate (2.5 mL) and p-toluenesulfonic acid (10 mg) were mixed in “Performance Fluid” (3M Co., 40 mL) and refluxed with reversed Dean-Stark trap at 90° C. for 3 h. The reaction mixture was cooled to room temperature and the solid formed was filtered, washed with hexanes and dried to give 1.65 g (92%) of pure 3: 1H NMR (DMSO-d6) δ 12.59 (br.s, 1H), 8.32 (s, 1H), 7.97 (d, 1H, J=8.0 Hz), 7.86 (d, 1H, J=6.5 Hz) 7.32 (t1, 1H, J=8.0 Hz), 3.95 (s, 3H). Starting materials: [Al+3], CCOCC, CCc1c(C(C)C)cc(C(C)C)c(C(C)=O)c1-c1ccc(F)cc1, [H-], [H-], [H-], [H-], [Li+]. Yields the product CCc1c(C(C)C)cc(C(C)C)c(C(C)O)c1-c1ccc(F)cc1. Reaction SMILES: [Al+3:2].[CH3:31][CH2:32][O:33][CH2:34][CH3:35].[CH:7]([CH3:8])([CH3:9])[c:10]1[c:11]([C:28]([CH3:29])=[O:30])[c:12](-[c:21]2[cH:22][cH:23][c:24]([F:27])[cH:25][cH:26]2)[c:13]([CH2:19][CH3:20])[c:14]([CH:16]([CH3:17])[CH3:18])[cH:15]1.[H-:1].[H-:4].[H-:5].[H-:6].[Li+:3]>>[CH:7]([CH3:8])([CH3:9])[c:10]1[c:11]([CH:28]([CH3:29])[OH:30])[c:12](-[c:21]2[cH:22][cH:23][c:24]([F:27])[cH:25][cH:26]2)[c:13]([CH2:19][CH3:20])[c:14]([CH:16]([CH3:17])[CH3:18])[cH:15]1. Reactants: COC=1C=C2C(=NC=NC2=CC1OC[C@H]1OC1)OC=1C=C2C=C(NC2=CC1)C ((2S)-6-methoxy-4-(2-methylindol-5-yloxy)-7-(oxiran-2ylmethoxy)quinazoline), N1CCCC1 (pyrrolidine), C1CCOC1 (THF). Reaction conditions: temperature 75 celsius, time 3 hour. The product is O[C@H](COC1=CC=C2C(=NC(=NC2=C1)OC)OC=1C=C2C=C(NC2=CC1)C)CN1CCCC1 ((2S)-7-(2-hydroxy-3-(pyrrolidin-1-yl)propoxy)-methoxy-4-(2-methylindol-5-yloxy)quinazoline). Yield: 36.0%. As a reaction SMILES: CO[C:3]1[CH:4]=[C:5]2[C:10](=[CH:11][C:12]=1[O:13][CH2:14][C@@H:15]1[CH2:17][O:16]1)[N:9]=[CH:8][N:7]=[C:6]2[O:18][C:19]1[CH:20]=[C:21]2[C:25](=[CH:26][CH:27]=1)[NH:24][C:23]([CH3:28])=[CH:22]2.[NH:29]1[CH2:33][CH2:32][CH2:31][CH2:30]1.C1C[O:37][CH2:36]C1>>[OH:16][C@@H:15]([CH2:17][N:29]1[CH2:33][CH2:32][CH2:31][CH2:30]1)[CH2:14][O:13][C:12]1[CH:11]=[C:10]2[C:5]([C:6]([O:18][C:19]3[CH:20]=[C:21]4[C:25](=[CH:26][CH:27]=3)[NH:24][C:23]([CH3:28])=[CH:22]4)=[N:7][C:8]([O:37][CH3:36])=[N:9]2)=[CH:4][CH:3]=1. Procedure: A mixture of (2S)-6-methoxy-4-(2-methylindol-5-yloxy)-7-(oxiran-2ylmethoxy)quinazoline (250 mg, 0.66 mmol), and pyrrolidine (1.5 ml) in THF (10 ml) was stirred at 75° C. for 3 hours under an atmosphere of nitrogen and then allowed to cool to ambient temperature. The mixture was filtered and the filtrate evaporated in vacuo. The residue was purified by silica gel chromatography using gradient elution with dichloromethane/methanolic ammonia (7M) (100/0 to 90/10) to give (2S)-7-(2-hydroxy-3-(pyrrol... Starting materials: NC1=CC=C(C=C1)N1N(CC(C1=O)=CC1=C(NC2=CC(=CC(=C12)Cl)Cl)C(=O)O)C(=O)OC(C)(C)C (3-[2-(4-amino-phenyl)-1-tert-butoxycarbonyl-3-oxo-pyrazolidin-4-ylidenemethyl]-4,6-dichloro-1H-indole-2-carboxylic acid), C[Si](C)(C)N=C=O (trimethylsilylisocyanate). Solvent: O1CCCC1 (tetrahydrofuran). Yields the product C(C)(C)(C)OC(=O)N1N(C(C(C1)=CC1=C(NC2=CC(=CC(=C12)Cl)Cl)C(=O)O)=O)C1=CC=C(C=C1)NC(=O)N (3-[1-tert-butoxycarbonyl-3-oxo-2-(4-ureido-phenyl)-pyrazolidin-4-ylidenemethyl]-4,6-dichloro-1H-indole-2-carboxylic acid). Reaction SMILES: [NH2:1][C:2]1[CH:7]=[CH:6][C:5]([N:8]2[C:12](=[O:13])[C:11](=[CH:14][C:15]3[C:23]4[C:18](=[CH:19][C:20]([Cl:25])=[CH:21][C:22]=4[Cl:24])[NH:17][C:16]=3[C:26]([OH:28])=[O:27])[CH2:10][N:9]2[C:29]([O:31][C:32]([CH3:35])([CH3:34])[CH3:33])=[O:30])=[CH:4][CH:3]=1.C[Si]([N:40]=[C:41]=[O:42])(C)C>O1CCCC1>[C:32]([O:31][C:29]([N:9]1[CH2:10][C:11](=[CH:14][C:15]2[C:23]3[C:18](=[CH:19][C:20]([Cl:25])=[CH:21][C:22]=3[Cl:24])[NH:17][C:16]=2[C:26]([OH:28])=[O:27])[C:12](=[O:13])[N:8]1[C:5]1[CH:6]=[CH:7][C:2]([NH:1][C:41]([NH2:40])=[O:42])=[CH:3][CH:4]=1)=[O:30])([CH3:35])([CH3:34])[CH3:33]. Procedure: To a solution of example 16 (0.070 g) in tetrahydrofuran (4 ml) under nitrogen at room temperature was added trimethylsilylisocyanate (0.080 ml). The solution was refluxed for 4 hrs, after which time the product was seen to precipitate from the solution. The solid was filtered off and washed with tetrahydrofuran (10 ml) affording the title compound as an orange solid. (0.042 g).